From a dataset of the Open Reaction Database (ORD), a public repository of structured organic reaction records. describe an organic reaction: reactants, conditions, products, and yield Reactants: NC1=C2C=CC=C(C2=CC=C1)S(=O)(=O)N (5-aminonaphthalene -1-sulphonamide), diazonium salt, C(C)(=O)[O-].[Na+] (sodium acetate), ClC1=CC=C(N)C=C1 (4-chloroaniline), N(=O)[O-].[Na+] (sodium nitrite), [OH-].[Na+] (sodium hydroxide). Solvent: S(O)(O)(=O)=O (sulfuric acid), C(C)(=O)O (acetic acid), O (water), O (water), O (water), Cl (hydrochloric acid), O (water). Run at temperature 50 celsius. The product is NC1=C(C=CC=2C(=CC=CC12)S(=O)(=O)N)N=NC1=CC=C(C=C1)Cl (1-amino-2-(4-chlorophenylazo)-naphthalene-5-sulphonamide). The yield is 73.3%. RXN SMILES: [Cl:1][C:2]1[CH:8]=[CH:7][C:5]([NH2:6])=[CH:4][CH:3]=1.[N:9]([O-])=O.[Na+].[NH2:13][C:14]1[CH:23]=[CH:22][CH:21]=[C:20]2[C:15]=1[CH:16]=[CH:17][CH:18]=[C:19]2[S:24]([NH2:27])(=[O:26])=[O:25].C([O-])(=O)C.[Na+].[OH-].[Na+]>Cl.O.S(=O)(=O)(O)O.C(O)(=O)C>[NH2:13][C:14]1[C:15]2[CH:16]=[CH:17][CH:18]=[C:19]([S:24]([NH2:27])(=[O:25])=[O:26])[C:20]=2[CH:21]=[CH:22][C:23]=1[N:9]=[N:6][C:5]1[CH:7]=[CH:8][C:2]([Cl:1])=[CH:3][CH:4]=1 |f:1.2,4.5,6.7|. Reported procedure: A solution of 5,75 g (45,1 mmol) 4-chloroaniline in a mixture of 10 ml concentrated hydrochloric acid and 50 ml water was ice-cooled, and then diazotized with 3,17 g (45,1 mmol) sodium nitrite in 50 ml water. 10,0 g (45,0 mmol) 5-aminonaphthalene -1-sulphonamide was dissolved in a warm mixture of 200 ml 4N sulfuric acid, 300 ml acetic acid and 200 ml water. The solution was cooled to ca. 50° C., and then the diazonium salt solution was added. Stirring was continued for a few minutes, and then a ...